Task: describe an organic reaction: reactants, conditions, products, and yield. Dataset: the Open Reaction Database (ORD), a public repository of structured organic reaction records Reactants: COC1=C(C=O)C=C(C(=C1)OC)C=1SC=CC1 (2,4-dimethoxy-5-(thiophen-2-yl)-benzaldehyde), C(C)(=O)C1=C(C(=O)O)C=CC=C1 (2-acetylbenzoic acid). Product: COC1=C(C=C(C(=C1)OC)C=1SC=CC1)/C=C/C(=O)C1=C(C(=O)O)C=CC=C1 (2-[3E-(2,4-Dimethoxy-5-thiophen-2-yl-phenyl)-acryloyl]-benzoic acid). The yield is 47.0%. Reaction SMILES: [CH3:1][O:2][C:3]1[CH:10]=[C:9]([O:11][CH3:12])[C:8]([C:13]2[S:14][CH:15]=[CH:16][CH:17]=2)=[CH:7][C:4]=1[CH:5]=O.[C:18]([C:21]1[CH:29]=[CH:28][CH:27]=[CH:26][C:22]=1[C:23]([OH:25])=[O:24])(=[O:20])[CH3:19]>>[CH3:1][O:2][C:3]1[CH:10]=[C:9]([O:11][CH3:12])[C:8]([C:13]2[S:14][CH:15]=[CH:16][CH:17]=2)=[CH:7][C:4]=1/[CH:5]=[CH:19]/[C:18]([C:21]1[CH:29]=[CH:28][CH:27]=[CH:26][C:22]=1[C:23]([OH:25])=[O:24])=[O:20]. Procedure: The title compound was prepared by condensing 2,4-dimethoxy-5-(thiophen-2-yl)-benzaldehyde (Ex-6A) and 2-acetylbenzoic acid in a similar manner as described in Ex-3. Yellow solid, 47% yield, mp 196–198° C. 1H-NMR (DMSO-d6) δ 8.00 (s, 1H), 7.84 (d, 1H), 7.61 (m, 3H), 7.45 (m, 3H), 7.21 (d, 1H), 7.08 (t, 1H), 6.75 (s, 1H), 3.95 (s, 3H), 3.86 (s, 3H). MS m/z=394 ([M]+, 100%). Anal. calculated for C22H18O5S: C, 66.99; H, 4.60; S, 8.13. found C, 67.08; H, 4.17; S, 7.97. Starting materials: C(C)(=O)NC1=C(C=CC=C1)CC(=O)OC (Methyl (2-acetamidophenyl)acetate), N(=O)OC(C)(C)C (tert-butyl nitrite). The yield is 85.2%. Reported procedure: Methyl (2-acetamidophenyl)acetate (24.3 g, 0.12 mol) and acetic anhydride (24.3 ml, 0.26 mmol) were dissolved in acetic acid (60 ml). To the resulting solution, tert-butyl nitrite (90% purity, 18.6 ml, 0.14 mol) was added dropwise over 20 minutes under stirring at 90° C. After completion of the dropwise addition, the reaction mixture was stirred at 90° C. for further 1 hour. The reaction mixture was cooled to room temperature and then, poured in water (500 ml), followed by stirring for 1 hour. T... Reaction conditions: temperature 90 celsius. Solvent: C(C)(=O)O (acetic acid), O (water). The reagents and catalysts are C(C)(=O)OC(C)=O (acetic anhydride). RXN SMILES: [C:1]([NH:4][C:5]1[CH:10]=[CH:9][CH:8]=[CH:7][C:6]=1[CH2:11][C:12]([O:14][CH3:15])=[O:13])(=[O:3])[CH3:2].[N:16](OC(C)(C)C)=O>C(O)(=O)C.O.C(OC(=O)C)(=O)C>[C:1]([N:4]1[C:5]2[C:6](=[CH:7][CH:8]=[CH:9][CH:10]=2)[C:11]([C:12]([O:14][CH3:15])=[O:13])=[N:16]1)(=[O:3])[CH3:2]. The product is C(C)(=O)N1N=C(C2=CC=CC=C12)C(=O)OC (methyl 1-acetylindazole-3-carboxylate). Reactants: ClC1=C(C=O)C(=CC=C1)Cl (2,6-dichlorobenzaldehyde), C(=C)SC1=CC=CC=C1 (phenyl vinyl sulfide), NC1=CC=C(C=C1)CC(C(=O)OC)NC(=O)OC(C)(C)C (methyl 3-(4-aminophenyl)-2-[(tert-butoxycarbonyl)amino]propanoate), C(F)(F)(F)S(=O)(=O)[O-].C(F)(F)(F)S(=O)(=O)[O-].C(F)(F)(F)S(=O)(=O)[O-].[Yb+3] (Yb(OTf)3), [O-]S(=O)(=O)[O-].[Mg+2] (MgSO4). The solvent is CC#N.C(Cl)Cl (CH3CN CH2Cl2), CC#N.C(Cl)Cl (CH3CN CH2Cl2). Yields the product C(C)(C)(C)OC(=O)NC(C(=O)OC)CC=1C=C2C(CC(NC2=CC1)C1=C(C=CC=C1Cl)Cl)SC1=CC=CC=C1 (methyl 2-[(tert-butoxycarbonyl)amino]-3-[2-(2,6-dichlorophenyl)-4-(phenylsulfanyl)-1,2,3,4-tetrahydro-6-quinolinyl]propanoate). Isolated yield 81.0%. As a reaction SMILES: [NH2:1][C:2]1[CH:7]=[CH:6][C:5]([CH2:8][CH:9]([NH:14][C:15]([O:17][C:18]([CH3:21])([CH3:20])[CH3:19])=[O:16])[C:10]([O:12][CH3:13])=[O:11])=[CH:4][CH:3]=1.C(S([O-])(=O)=O)(F)(F)F.C(S([O-])(=O)=O)(F)(F)F.C(S([O-])(=O)=O)(F)(F)F.[Yb+3].[O-]S([O-])(=O)=O.[Mg+2].[Cl:53][C:54]1[CH:61]=[CH:60][CH:59]=[C:58]([Cl:62])[C:55]=1[CH:56]=O.[CH:63]([S:65][C:66]1[CH:71]=[CH:70][CH:69]=[CH:68][CH:67]=1)=[CH2:64]>CC#N.C(Cl)Cl>[C:18]([O:17][C:15]([NH:14][CH:9]([CH2:8][C:5]1[CH:4]=[C:3]2[C:2](=[CH:7][CH:6]=1)[NH:1][CH:56]([C:55]1[C:54]([Cl:53])=[CH:61][CH:60]=[CH:59][C:58]=1[Cl:62])[CH2:64][CH:63]2[S:65][C:66]1[CH:71]=[CH:70][CH:69]=[CH:68][CH:67]=1)[C:10]([O:12][CH3:13])=[O:11])=[O:16])([CH3:21])([CH3:20])[CH3:19] |f:1.2.3.4,5.6,9.10|. Procedure details: Methyl 3-(4-aminophenyl)-2-[(tert-butoxycarbonyl)amino]propanoate 4 (38.2 g) solubilized in a 50/50 mixture of CH3CN/CH2Cl2 is added, at room temperature, to a mixture of Yb(OTf)3 (0.05 equ.) and MgSO4 (3 equ.) in CH3CN/CH2Cl2 (50/50,400 ml). Solid 2,6-dichlorobenzaldehyde (1.1 equ.) is then added and after 2 h, phenyl vinyl sulfide (1.2 equ.) is added dropwise. After one night, insolubles are filtered and the solvents evaporated. The residue is purified by silica gel chromatography using hexane...